Dataset: the Open Reaction Database (ORD), a public repository of structured organic reaction records. Task: describe an organic reaction: reactants, conditions, products, and yield Reactants: COC(C1=CC(=C(C=C1)CC1=CN(C2=CC=C(C=C12)NC(=O)OC1CCCC1)C(N)=O)OC)=O (4-[1-carbamoyl-5-(cyclopentyloxycarbonyl)amino-1H-indol-3-ylmethyl]-3-methoxy-benzoic acid methylester), O1CCCC1 (tetrahydrofuran), O.[OH-].[Li+] (lithium hydroxide monohydrate). The solvent is O (water). Run at time 46 hour. Yields the product C(N)(=O)N1C=C(C2=CC(=CC=C12)NC(=O)OC1CCCC1)CC1=C(C=C(C(=O)O)C=C1)OC (4-[1-carbamoyl-5-(cyclopentyloxycarbonyl)amino-1H-indol-3-ylmethyl]-3-methoxy-benzoic acid). The yield is 93.3%. RXN SMILES: C[O:2][C:3](=[O:34])[C:4]1[CH:9]=[CH:8][C:7]([CH2:10][C:11]2[C:19]3[C:14](=[CH:15][CH:16]=[C:17]([NH:20][C:21]([O:23][CH:24]4[CH2:28][CH2:27][CH2:26][CH2:25]4)=[O:22])[CH:18]=3)[N:13]([C:29](=[O:31])[NH2:30])[CH:12]=2)=[C:6]([O:32][CH3:33])[CH:5]=1.O1CCCC1.O.[OH-].[Li+]>O>[C:29]([N:13]1[C:14]2[C:19](=[CH:18][C:17]([NH:20][C:21]([O:23][CH:24]3[CH2:25][CH2:26][CH2:27][CH2:28]3)=[O:22])=[CH:16][CH:15]=2)[C:11]([CH2:10][C:7]2[CH:8]=[CH:9][C:4]([C:3]([OH:34])=[O:2])=[CH:5][C:6]=2[O:32][CH3:33])=[CH:12]1)(=[O:31])[NH2:30] |f:2.3.4|. Procedure: To a solution of 4-[1-carbamoyl-5-(cyclopentyloxycarbonyl)amino-1H-indol-3-ylmethyl]-3-methoxy-benzoic acid methylester (1.15 grams, 2.47 mmol) in a 6:1 ratio tetrahydrofuran:water (70 mL) was added lithium hydroxide monohydrate (0.21 grams, 4.94 mmol) and the resulting solution was stirred, at room temperature, for 46 hours. The reaction mixture was concentrated in vacuo to a volume of 15 mL, then diluted with water (300 mL). The aqueous solution was acidified by addition of 1 M hydrochloric ac... Reactants: N[C@@H](CCCNC(N[N+](=O)[O-])=N)C(=O)OCC1=CC=CC=C1 (H-Arg(NO2)-OBzl), N1([C@@H](C(=O)ON2C(=O)CCC2=O)CCC1)C(=O)OC(C)(C)C (Boc-D-Pro-OSu). The product is N1([C@@H](C(=O)N[C@@H](CCCNC(N[N+](=O)[O-])=N)C(=O)OCC2=CC=CC=C2)CCC1)C(=O)OC(C)(C)C (Boc-D-Pro-Arg(NO2)-OBzl). RXN SMILES: [NH2:1][C@H:2]([C:13]([O:15][CH2:16][C:17]1[CH:22]=[CH:21][CH:20]=[CH:19][CH:18]=1)=[O:14])[CH2:3][CH2:4][CH2:5][NH:6][C:7](=[NH:12])[NH:8][N+:9]([O-:11])=[O:10].[N:23]1([C:38]([O:40][C:41]([CH3:44])([CH3:43])[CH3:42])=[O:39])[CH2:37][CH2:36][CH2:35][C@@H:24]1[C:25](ON1C(=O)CCC1=O)=[O:26]>>[N:23]1([C:38]([O:40][C:41]([CH3:44])([CH3:43])[CH3:42])=[O:39])[CH2:37][CH2:36][CH2:35][C@@H:24]1[C:25]([NH:1][C@H:2]([C:13]([O:15][CH2:16][C:17]1[CH:18]=[CH:19][CH:20]=[CH:21][CH:22]=1)=[O:14])[CH2:3][CH2:4][CH2:5][NH:6][C:7](=[NH:12])[NH:8][N+:9]([O-:11])=[O:10])=[O:26]. Reported procedure: The desired compound was prepared as an oily product from 9 g of H-Arg(NO2)-OBzl and 9 g of Boc-D-Pro-OSu in the same manner as in Example 7-(1). Yields the product CSC1=NC(=C(C(=N1)NCC(=O)OCC)[N+](=O)[O-])OC1=CC(=CC=C1)C(=O)N(C)C (2-methylthio-4-(ethoxycarbonylmethyl)amino-5-nitro-6-(3-(dimethylaminocarbonyl)-phenoxy)pyrimidine). Reaction SMILES: [CH3:1][S:2][C:3]1[N:8]=[C:7](Cl)[C:6]([N+:10]([O-:12])=[O:11])=[C:5]([O:13][C:14]2[CH:19]=[CH:18][CH:17]=[C:16]([C:20]([N:22]([CH3:24])[CH3:23])=[O:21])[CH:15]=2)[N:4]=1.Cl.[CH2:26]([O:28][C:29](=[O:32])[CH2:30][NH2:31])[CH3:27].C(=O)([O-])[O-].[Cs+].[Cs+]>C(#N)C>[CH3:1][S:2][C:3]1[N:8]=[C:7]([NH:31][CH2:30][C:29]([O:28][CH2:26][CH3:27])=[O:32])[C:6]([N+:10]([O-:12])=[O:11])=[C:5]([O:13][C:14]2[CH:19]=[CH:18][CH:17]=[C:16]([C:20]([N:22]([CH3:24])[CH3:23])=[O:21])[CH:15]=2)[N:4]=1 |f:1.2,3.4.5|. Reactants: ( D ), C([O-])([O-])=O.[Cs+].[Cs+] (cesium carbonate), CSC1=NC(=C(C(=N1)Cl)[N+](=O)[O-])OC1=CC(=CC=C1)C(=O)N(C)C (2-methylthio-4-chloro-5-nitro-6-(3-(dimethylaminocarbonyl)phenoxy)pyrimidine), ( C ), Cl.C(C)OC(CN)=O (glycine ethyl ester hydrochloride). The solvent is C(C)#N (acetonitrile). Reaction conditions: time 2 hour. Procedure details: To 2-methylthio-4-chloro-5-nitro-6-(3-(dimethylaminocarbonyl)phenoxy)pyrimidine, a compound of formula (C), (3.0 g 8.14 mmol) in 80 mL of acetonitrile at 0° C. was added glycine ethyl ester hydrochloride, a compound of formula (D), (1.14 g, 8.14 mmol), followed by the addition of cesium carbonate (6.1 g, 18.7 mmol). The reaction mixture was allowed to warm to ambient temperature and then stirred for 2 hours. The volatiles were evaporated to yield 3.6 g of 2-methylthio-4-(ethoxycarbonylmethyl)ami... Reactants: CC(C)(C)c1ccc(B(O)O)cc1, CCOC(=O)c1ccc2c(c1)CC(C)(C)C(c1cccc(Br)c1)N2, CCOC(C)=O, [Na+], [Na+], O=C([O-])[O-], C1COCCO1. Product: CCOC(=O)c1ccc2c(c1)CC(C)(C)C(c1cccc(-c3ccc(C(C)(C)C)cc3)c1)N2. As a reaction SMILES: [C:25]([CH3:26])([CH3:27])([CH3:28])[c:29]1[cH:30][cH:31][c:32]([B:35]([OH:36])[OH:37])[cH:33][cH:34]1.[CH2:1]([CH3:2])[O:3][C:4](=[O:5])[c:6]1[cH:7][c:8]2[c:13]([cH:14][cH:15]1)[NH:12][CH:11]([c:16]1[cH:17][c:18]([Br:22])[cH:19][cH:20][cH:21]1)[C:10]([CH3:23])([CH3:24])[CH2:9]2.[CH3:44][CH2:45][O:46][C:47](=[O:48])[CH3:49].[Na+:38].[Na+:39].[O-:40][C:41](=[O:42])[O-:43].[O:50]1[CH2:51][CH2:52][O:53][CH2:54][CH2:55]1>>[CH2:1]([CH3:2])[O:3][C:4](=[O:5])[c:6]1[cH:7][c:8]2[c:13]([cH:14][cH:15]1)[NH:12][CH:11]([c:16]1[cH:17][c:18](-[c:32]3[cH:31][cH:30][c:29]([C:25]([CH3:26])([CH3:27])[CH3:28])[cH:34][cH:33]3)[cH:19][cH:20][cH:21]1)[C:10]([CH3:23])([CH3:24])[CH2:9]2. Starting materials: O=C1OC(=O)c2ccccc21, CC(C)O, CC(C)O, O=C1OC(=O)c2ccccc21. Yields the product O=C(O)c1ccccc1C(=O)O. RXN SMILES: [C:5]1(=[O:15])[c:6]2[c:7]([cH:11][cH:12][cH:13][cH:14]2)[C:8](=[O:9])[O:10]1.[CH:1]([CH3:2])([CH3:3])[OH:4].[CH:27]([OH:28])([CH3:29])[CH3:30].[O:16]=[C:17]1[c:18]2[c:19]([cH:20][cH:21][cH:22][cH:23]2)[C:24](=[O:25])[O:26]1>>[O:4]=[C:8]([c:7]1[c:6]([C:5]([OH:10])=[O:15])[cH:14][cH:13][cH:12][cH:11]1)[OH:9]. Starting materials: C(C)OC=1C(N=C([C@@H](N1)C(C)C)OCC)C ((5S)-3,6-diethoxy-5-isopropyl-2-methyl-2,5-dihydropyrazine), ClC1=C(C=CC(=C1)SC1=CC(=CC=C1)C(F)(F)F)CCI (2-chloro-1-(2-iodoethyl)-4-(3-trifluoromethylphenylthio)benzene). Product: ClC1=C(C=CC(=C1)SC1=CC(=CC=C1)C(F)(F)F)CC[C@]1(N=C([C@@H](N=C1OCC)C(C)C)OCC)C ((2R,5S)-2-[2-chloro-4-(3-trifluoromethylphenylthio)phenyl]ethyl-3,6-diethoxy-5-isopropyl-2-methyl-2,5-dihydropyrazine). As a reaction SMILES: [CH2:1]([O:3][C:4]1[CH:5]([CH3:16])[N:6]=[C:7]([O:13][CH2:14][CH3:15])[C@H:8]([CH:10]([CH3:12])[CH3:11])[N:9]=1)[CH3:2].[Cl:17][C:18]1[CH:23]=[C:22]([S:24][C:25]2[CH:30]=[CH:29][CH:28]=[C:27]([C:31]([F:34])([F:33])[F:32])[CH:26]=2)[CH:21]=[CH:20][C:19]=1[CH2:35][CH2:36]I>>[Cl:17][C:18]1[CH:23]=[C:22]([S:24][C:25]2[CH:30]=[CH:29][CH:28]=[C:27]([C:31]([F:34])([F:33])[F:32])[CH:26]=2)[CH:21]=[CH:20][C:19]=1[CH2:35][CH2:36][C@:5]1([CH3:16])[C:4]([O:3][CH2:1][CH3:2])=[N:9][C@@H:8]([CH:10]([CH3:11])[CH3:12])[C:7]([O:13][CH2:14][CH3:15])=[N:6]1. Procedure details: (5S)-3,6-diethoxy-5-isopropyl-2-methyl-2,5-dihydropyrazine and 2-chloro-1-(2-iodoethyl)-4-(3-trifluoromethylphenylthio)benzene were reacted in the same manner as in Example 1 to obtain the target product as a colorless oil. Reactants: NN (hydrazine), C1(=CC=C(C=C1)S(=O)(=O)OC[C@@H](C(=O)OC)NC(=O)OC(C)(C)C)C (methyl 3-(p-toluenesulfonyloxy)-2-(S)-(t-butoxycarbonylamino)propionate). Solvent: C(Cl)Cl (methylene chloride), C(Cl)Cl (methylene chloride). The product is C(C)(C)(C)OC(=O)NC1C(NNC1)=O (4-(R,S)-(t-butoxycarbonylamino)-3-oxo-1,2-diazolidine). Isolated yield 47.7%. RXN SMILES: [NH2:1][NH2:2].C1(C)C=CC(S([O:12][CH2:13][C@H:14]([NH:19][C:20]([O:22][C:23]([CH3:26])([CH3:25])[CH3:24])=[O:21])[C:15](OC)=O)(=O)=O)=CC=1>C(Cl)Cl>[C:23]([O:22][C:20]([NH:19][CH:14]1[CH2:15][NH:2][NH:1][C:13]1=[O:12])=[O:21])([CH3:26])([CH3:25])[CH3:24]. Procedure details: Under a nitrogen atmosphere, dry methylene chloride (50 ml) was cooled in an ice bath and anhydrous hydrazine (97%, 11.0 g, 333 mmole) was added. The ice bath was removed and the solution was stirred until it warmed to room temperature. At this time a solution of methyl 3-(p-toluenesulfonyloxy)-2-(S)-(t-butoxycarbonylamino)propionate (20.0 g, 53.6 mmole) in dry methylene chloride (50 ml) was gradually added. The reaction solution was stirred under nitrogen at room temperature for 5 hours. The so...